describe an organic reaction: reactants, conditions, products, and yield From a dataset of the Open Reaction Database (ORD), a public repository of structured organic reaction records. Reactants: O1C(C1)C1=CC(=C(C=C1)C1=NOC(=N1)C1=C(C(=NO1)C1=CC=CC=C1)C(F)(F)F)C(F)(F)F (3-(4-(oxiran-2-yl)-2-(trifluoromethyl)phenyl)-5-(3-phenyl-4-(trifluoromethyl)isoxazol-5-yl)-1,2,4-oxadiazole), N1C[C@H](CCC1)C(=O)OCC ((S)-ethyl piperidine-3-carboxylate). Solvent: CCO (EtOH). Reaction conditions: temperature 80 celsius. Yields the product OC(CN1C[C@H](CCC1)C(=O)O)C1=CC(=C(C=C1)C1=NOC(=N1)C1=C(C(=NO1)C1=CC=CC=C1)C(F)(F)F)C(F)(F)F ((3S)-1-(2-hydroxy-2-(4-(5-(3-phenyl-4-(trifluoromethyl)isoxazol-5-yl)-1,2,4-oxadiazol-3-yl)-3-(trifluoromethyl)phenyl)ethyl)piperidine-3-carboxylic acid). Yield: 37.6%. Reaction SMILES: [O:1]1[CH2:3][CH:2]1[C:4]1[CH:9]=[CH:8][C:7]([C:10]2[N:14]=[C:13]([C:15]3[O:19][N:18]=[C:17]([C:20]4[CH:25]=[CH:24][CH:23]=[CH:22][CH:21]=4)[C:16]=3[C:26]([F:29])([F:28])[F:27])[O:12][N:11]=2)=[C:6]([C:30]([F:33])([F:32])[F:31])[CH:5]=1.[NH:34]1[CH2:39][CH2:38][CH2:37][C@H:36]([C:40]([O:42]CC)=[O:41])[CH2:35]1>CCO>[OH:1][CH:2]([C:4]1[CH:9]=[CH:8][C:7]([C:10]2[N:14]=[C:13]([C:15]3[O:19][N:18]=[C:17]([C:20]4[CH:25]=[CH:24][CH:23]=[CH:22][CH:21]=4)[C:16]=3[C:26]([F:28])([F:27])[F:29])[O:12][N:11]=2)=[C:6]([C:30]([F:32])([F:31])[F:33])[CH:5]=1)[CH2:3][N:34]1[CH2:39][CH2:38][CH2:37][C@H:36]([C:40]([OH:42])=[O:41])[CH2:35]1. Procedure details: To a mixture of 3-(4-(oxiran-2-yl)-2-(trifluoromethyl)phenyl)-5-(3-phenyl-4-(trifluoromethyl)isoxazol-5-yl)-1,2,4-oxadiazole (50 mg, 0.107 mmol) in EtOH (5 mL) was added (S)-ethyl piperidine-3-carboxylate (50.5 mg, 0.321 mmol). The reaction mixture was heated at 80° C. overnight and solvents were removed in vacuo. The mixture was treated with 6N HCl in MeCN at 50° C. for 24 h. The reaction mixture was filtered and purified by HPLC. HPLC conditions: PHENOMENEX® Luna C18 5 micron column (250×30 mm... Reactants: CI (methyl iodide), FC1=C(C=CC=C1)NC(OC1=CC=C2CCCNC2=C1)=O (1,2,3,4-tetrahydroquinolin-7-yl 2-fluorophenylcarbamate), [H-].[Na+] (sodium hydride). Run in CN(C=O)C (dimethylformamide), CN(C=O)C (DMF). Reaction conditions: time 30 minute. Product: FC1=C(C=CC=C1)NC(OC1=CC=C2CCCN(C2=C1)C)=O (1-methyl-1,2,3,4-tetrahydroquinolin-7-yl 2-fluorophenylcarbamate). RXN SMILES: [F:1][C:2]1[CH:7]=[CH:6][CH:5]=[CH:4][C:3]=1[NH:8][C:9](=[O:21])[O:10][C:11]1[CH:20]=[C:19]2[C:14]([CH2:15][CH2:16][CH2:17][NH:18]2)=[CH:13][CH:12]=1.[H-].[Na+].[CH3:24]I>CN(C)C=O>[F:1][C:2]1[CH:7]=[CH:6][CH:5]=[CH:4][C:3]=1[NH:8][C:9](=[O:21])[O:10][C:11]1[CH:20]=[C:19]2[C:14]([CH2:15][CH2:16][CH2:17][N:18]2[CH3:24])=[CH:13][CH:12]=1 |f:1.2|. Procedure: A solution of 1,2,3,4-tetrahydroquinolin-7-yl 2-fluorophenylcarbamate (300 mg, 1.84 mM) in dry dimethylformamide (DMF, 5 mL) was added to the stirred solution of sodium hydride in dry DMF at −10° C. during 5 minutes under nitrogen environment. The reaction mixture was stirred for 30 minutes. Then, methyl iodide (285 mg/ml, 2 mM), was added to the stirring reaction mixture. The mixture was stirred further for 3 hours during which the temperature was allowed to reach the room temperature (37° C.).... The reactants are CN1CCN(c2ccc(Br)cc2)CC1, Cc1cc(S(C)(=O)=O)ccc1-c1cccn2nc(N)nc12, c1ccc(P(C2CCCCC2)C2CCCCC2)c(-c2ccccc2P(C2CCCCC2)C2CCCCC2)c1. Yields the product Cc1cc(S(C)(=O)=O)ccc1-c1cccn2nc(Nc3ccc(N4CCN(C)CC4)cc3)nc12. Reaction SMILES: [Br:22][c:23]1[cH:24][cH:25][c:26]([N:29]2[CH2:30][CH2:31][N:32]([CH3:35])[CH2:33][CH2:34]2)[cH:27][cH:28]1.[CH3:1][S:2](=[O:3])(=[O:4])[c:5]1[cH:6][c:7]([CH3:21])[c:8](-[c:11]2[c:12]3[n:13]([cH:14][cH:15][cH:16]2)[n:17][c:18]([NH2:20])[n:19]3)[cH:9][cH:10]1.[CH:36]1([P:37]([CH:38]2[CH2:39][CH2:40][CH2:41][CH2:42][CH2:43]2)[c:44]2[cH:45][cH:46][cH:47][cH:48][c:49]2-[c:50]2[cH:51][cH:52][cH:53][cH:54][c:55]2[P:56]([CH:57]2[CH2:58][CH2:59][CH2:60][CH2:61][CH2:62]2)[CH:63]2[CH2:64][CH2:65][CH2:66][CH2:67][CH2:68]2)[CH2:69][CH2:70][CH2:71][CH2:72][CH2:73]1>>[CH3:1][S:2](=[O:3])(=[O:4])[c:5]1[cH:6][c:7]([CH3:21])[c:8](-[c:11]2[c:12]3[n:13]([cH:14][cH:15][cH:16]2)[n:17][c:18]([NH:20][c:23]2[cH:24][cH:25][c:26]([N:29]4[CH2:30][CH2:31][N:32]([CH3:35])[CH2:33][CH2:34]4)[cH:27][cH:28]2)[n:19]3)[cH:9][cH:10]1.